Dataset: the Open Reaction Database (ORD), a public repository of structured organic reaction records. Task: describe an organic reaction: reactants, conditions, products, and yield The reactants are CCOC(C)=O, Cc1cccc(C)c1O, O=C(Cl)CCl, ClCCl. Yields the product Cc1cccc(C)c1OC(=O)CCl. RXN SMILES: [CH3:15][CH2:16][O:17][C:18]([CH3:19])=[O:20].[CH3:1][c:2]1[c:3]([OH:9])[c:4]([CH3:8])[cH:5][cH:6][cH:7]1.[Cl:10][CH2:11][C:12](=[O:13])[Cl:14].[Cl:21][CH2:22][Cl:23]>>[CH3:1][c:2]1[c:3]([O:9][C:12]([CH2:11][Cl:10])=[O:13])[c:4]([CH3:8])[cH:5][cH:6][cH:7]1.